Dataset: the Open Reaction Database (ORD), a public repository of structured organic reaction records. Task: describe an organic reaction: reactants, conditions, products, and yield The reactants are Brc1cccc(C2CC2)c1, C1CCOC1, [Li]CCCC, CCOCC, CCOCC, CCCCCC, O=S(=O)(Cl)Cl. The product is O=S(=O)(Cl)c1cccc(C2CC2)c1. RXN SMILES: [Br:1][c:2]1[cH:3][c:4]([CH:8]2[CH2:9][CH2:10]2)[cH:5][cH:6][cH:7]1.[CH2:26]1[O:27][CH2:28][CH2:29][CH2:30]1.[CH3:11][CH2:12][CH2:13][CH2:14][Li:15].[CH3:16][CH2:17][O:18][CH2:19][CH3:20].[CH3:31][CH2:32][O:33][CH2:34][CH3:35].[CH3:36][CH2:37][CH2:38][CH2:39][CH2:40][CH3:41].[S:21](=[O:22])(=[O:23])([Cl:24])[Cl:25]>>[c:2]1([S:21](=[O:22])(=[O:23])[Cl:24])[cH:3][c:4]([CH:8]2[CH2:9][CH2:10]2)[cH:5][cH:6][cH:7]1.